This data is from the Open Reaction Database (ORD), a public repository of structured organic reaction records. The task is: describe an organic reaction: reactants, conditions, products, and yield Starting materials: CC1(C)OCC(COc2ccc(CCCO)cc2)O1, CS(=O)(=O)Cl. Product: CC1(C)OCC(COc2ccc(CCCOS(C)(=O)=O)cc2)O1. RXN SMILES: [CH3:1][C:2]1([CH3:19])[O:3][CH2:4][CH:5]([CH2:7][O:8][c:9]2[cH:10][cH:11][c:12]([CH2:15][CH2:16][CH2:17][OH:18])[cH:13][cH:14]2)[O:6]1.[CH3:20][S:21]([Cl:22])(=[O:23])=[O:24]>>[CH3:1][C:2]1([CH3:19])[O:3][CH2:4][CH:5]([CH2:7][O:8][c:9]2[cH:10][cH:11][c:12]([CH2:15][CH2:16][CH2:17][O:18][S:21]([CH3:20])(=[O:23])=[O:24])[cH:13][cH:14]2)[O:6]1. Isolated yield 29.0%. Product: Br.ClC=1C=C(C(N(C1)CC1=CC(=CC(=C1)C(=O)NC)Cl)=N)C(=O)N (5-chloro-1-{3-chloro-5-[(methylamino)carbonyl]benzyl}-2-imino-1,2-dihydropyridine-3-carboxamide hydrobromide). The reactants are NC1=C(C(=O)N)C=C(C=N1)Cl (2-amino-5-chloronicotinamide), BrCC=1C=C(C(=O)NC)C=C(C1)Cl (3-(bromomethyl)-5-chloro-N-methylbenzamide). Reaction SMILES: [NH2:1][C:2]1[N:10]=[CH:9][C:8]([Cl:11])=[CH:7][C:3]=1[C:4]([NH2:6])=[O:5].[Br:12][CH2:13][C:14]1[CH:15]=[C:16]([CH:21]=[C:22]([Cl:24])[CH:23]=1)[C:17]([NH:19][CH3:20])=[O:18]>CN(C)C=O.C(OCC)(=O)C>[BrH:12].[Cl:11][C:8]1[CH:7]=[C:3]([C:4]([NH2:6])=[O:5])[C:2](=[NH:1])[N:10]([CH2:13][C:14]2[CH:15]=[C:16]([C:17]([NH:19][CH3:20])=[O:18])[CH:21]=[C:22]([Cl:24])[CH:23]=2)[CH:9]=1 |f:4.5|. Procedure: (Step 3) To a solution of 2-amino-5-chloronicotinamide (0.15 g) in N,N-dimethylformamide (3 ml) was added 3-(bromomethyl)-5-chloro-N-methylbenzamide (0.28 g), and the mixture was stirred at 100° C. for 12 hr. The reaction mixture was diluted with ethyl acetate. The solvent was removed, and the obtained precipitate was dissolved in methanol and crystallized from ethyl acetate. The obtained crystals were recrystallized from methanol-ethyl acetate to give the title compound (0.11 g). The solvent is C(C)(=O)OCC (ethyl acetate), CN(C=O)C (N,N-dimethylformamide). Run at temperature 100 celsius, time 12 hour. As a reaction SMILES: Br[C:2](=[O:8])[CH2:3][CH2:4][CH2:5][CH2:6][Br:7].C(NC1C=C(OC)C=CC=1Cl)(=O)C.[C:22]([NH:25][C:26]1[CH:31]=[C:30]([O:32]C)[CH:29]=[CH:28][C:27]=1[Br:34])(=[O:24])[CH3:23]>>[C:22]([NH:25][C:26]1[C:27]([Br:34])=[CH:28][C:29]([C:2](=[O:8])[CH2:3][CH2:4][CH2:5][CH2:6][Br:7])=[C:30]([OH:32])[CH:31]=1)(=[O:24])[CH3:23]. The product is C(C)(=O)NC1=CC(=C(C=C1Br)C(CCCCBr)=O)O (1-(4-acetylamino-5-bromo-2-hydroxyphenyl)-5-bromopentan-1-one). Procedure details: Proceeding as in Example 4, Step (a), but replacing 1,5-dichlcoro-pentan-1-one with 1,5-dibromopentan-1-one and N-acetyl-2-chloro-5-methoxyaniline with N-acetyl-2-bromo-5-methoxyaniline, gave 1-(4-acetylamino-5-bromo-2-hydroxyphenyl)-5-bromopentan-1-one. Reactants: BrC(CCCCBr)=O (1,5-dibromopentan-1-one), C(C)(=O)NC1=C(C=CC(=C1)OC)Cl (N-acetyl-2-chloro-5-methoxyaniline), C(C)(=O)NC1=C(C=CC(=C1)OC)Br (N-acetyl-2-bromo-5-methoxyaniline). The reactants are NCC(O)C1=CC(=CC=C1)C (2-amino-1-(3-methylphenyl)ethanol), C(#N)[BH3-].[Na+] (sodium cyanoborohydride), O=C(COC1=CC=C(C=C1)CC(=O)OC)C (methyl 4-(2-oxopropoxy)phenylacetate), C1=CC=CC=C1 (benzene). Run in CO (methanol). Yields the product COC(=O)CC1=CC=C(OCC(C)NCC(O)C2=CC(=CC=C2)C)C=C1 (2-[2-(4-Methoxycarbonylmethylphenoxy)-1-methylethyl]amino-1-(3-methylphenyl)ethanol). Yield: 54.1%. RXN SMILES: [NH2:1][CH2:2][CH:3]([C:5]1[CH:10]=[CH:9][CH:8]=[C:7]([CH3:11])[CH:6]=1)[OH:4].O=[C:13]([CH3:27])[CH2:14][O:15][C:16]1[CH:21]=[CH:20][C:19]([CH2:22][C:23]([O:25][CH3:26])=[O:24])=[CH:18][CH:17]=1.C1C=CC=CC=1.C([BH3-])#N.[Na+]>CO>[CH3:26][O:25][C:23]([CH2:22][C:19]1[CH:18]=[CH:17][C:16]([O:15][CH2:14][CH:13]([NH:1][CH2:2][CH:3]([C:5]2[CH:10]=[CH:9][CH:8]=[C:7]([CH3:11])[CH:6]=2)[OH:4])[CH3:27])=[CH:21][CH:20]=1)=[O:24] |f:3.4|. Procedure details: Following a procedure similar to that described in Example 3, but using 2.5 g of 2-amino-1-(3-methylphenyl)ethanol (prepared as described in Preparation 44), 4.4 g of methyl 4-(2-oxopropoxy)phenylacetate (prepared as described in Preparation 3), 80 ml of benzene, 60 ml of absolute methanol and 4.5 g of sodium cyanoborohydride, and then purifying the reaction product by column chromatography through silica gel, using ethyl acetate as the eluent, 3.2 g of the title compound were obtained having an... Starting materials: ClCCl (dichloromethane), [Cr](=O)(=O)([O-])Cl.[NH+]1=CC=CC=C1 (pyridinium chlorochromate), C(C1=CC=CC=C1)OC(=O)N[C@@H]1CC[C@H](CC1)O (N-benzyloxycarbonyl-trans-4-aminocyclohexanol), ClCCl (dichloromethane). The solvent is C(C)OCC (diethyl ether). Reaction conditions: time 4 hour. The product is C(C1=CC=CC=C1)OC(=O)NC1CCC(CC1)=O (N-benzyloxycarbonyl-4-aminocyclohexanone). The yield is 71.0%. RXN SMILES: ClCCl.[Cr](Cl)([O-])(=O)=O.[NH+]1C=CC=CC=1.[CH2:15]([O:22][C:23]([NH:25][C@H:26]1[CH2:31][CH2:30][C@H:29]([OH:32])[CH2:28][CH2:27]1)=[O:24])[C:16]1[CH:21]=[CH:20][CH:19]=[CH:18][CH:17]=1>C(OCC)C>[CH2:15]([O:22][C:23]([NH:25][CH:26]1[CH2:31][CH2:30][C:29](=[O:32])[CH2:28][CH2:27]1)=[O:24])[C:16]1[CH:17]=[CH:18][CH:19]=[CH:20][CH:21]=1 |f:1.2|. Procedure: To 1000 ml of dichloromethane suspension containing 25.9 g of pyridinium chlorochromate (PCC) was added dropwise under ice-cooling a mixture of 15 g of N-benzyloxycarbonyl-trans-4-aminocyclohexanol and 1000 ml of dichloromethane. The resulting mixture was stirred at room temperature for 4 hours. Then, diethyl ether was added to the reaction mixture and insoluble materials were removed by filtration from the mixture. The filtrate was condensed and the residue was purified by silica gel column chr... Reactants: BrCc1ccccc1, O=C([O-])[O-], CN(C)C=O, Cl, O=[N+]([O-])c1ccc(N2CCCNCC2)c(F)c1, [K+], [K+], O. Product: O=[N+]([O-])c1ccc(N2CCCN(Cc3ccccc3)CC2)c(F)c1. Reaction SMILES: [Br:7][CH2:8][c:9]1[cH:10][cH:11][cH:12][cH:13][cH:14]1.[C:1](=[O:2])([O-:3])[O-:4].[CH3:34][N:35]([CH3:36])[CH:37]=[O:38].[ClH:15].[F:16][c:17]1[c:18]([N:26]2[CH2:27][CH2:28][NH:29][CH2:30][CH2:31][CH2:32]2)[cH:19][cH:20][c:21]([N+:23](=[O:24])[O-:25])[cH:22]1.[K+:5].[K+:6].[OH2:33]>>[CH2:8]([c:9]1[cH:10][cH:11][cH:12][cH:13][cH:14]1)[N:29]1[CH2:28][CH2:27][N:26]([c:18]2[c:17]([F:16])[cH:22][c:21]([N+:23](=[O:24])[O-:25])[cH:20][cH:19]2)[CH2:32][CH2:31][CH2:30]1. Starting materials: OC=1C=CC=C2C=CC=C(C12)O (8-hydroxy-1-naphthol), C([O-])([O-])=O.[K+].[K+] (potassium carbonate), COCCl (chloromethyl methyl ether). The solvent is CC(=O)C (acetone). Run at time 12 hour. The product is COCOC=1C=CC=C2C=CC=C(C12)C=O (8-methoxymethoxy-1-naphthalene carbaldehyde). Reaction SMILES: O[C:2]1[CH:3]=[CH:4][CH:5]=[C:6]2[C:11]=1[C:10]([OH:12])=[CH:9][CH:8]=[CH:7]2.[C:13](=[O:16])([O-])[O-].[K+].[K+].[CH3:19][O:20][CH2:21]Cl>CC(C)=O>[CH3:19][O:20][CH2:21][O:12][C:10]1[CH:9]=[CH:8][CH:7]=[C:6]2[C:11]=1[C:2]([CH:13]=[O:16])=[CH:3][CH:4]=[CH:5]2 |f:1.2.3|. Procedure: 9.5 g of 8-hydroxy-1-naphthol was dissolved in 210 ml of acetone, to which 22.7 g of hydrous potassium carbonate and 5.43 ml of chloromethyl methyl ether were added and refluxed for one hour under heating. The reaction solution was filtered and the filtrate was concentrated. 12.2 g of thus obtained yellow oily product was dissolved with no further purification into 250 ml of dichloromethane, to which 4.3 g of pyridinium trifluoro acetate and 18.3 g of pyridinium dichromate were added and stirred...